This data is from the Open Reaction Database (ORD), a public repository of structured organic reaction records. The task is: describe an organic reaction: reactants, conditions, products, and yield Starting materials: Cl, O=C(Cl)C=Cc1ccc(S(=O)(=O)N2CCN(C(c3ccc(F)cc3)c3ccc(F)cc3)CC2)cc1, NO, [Na+], O=C([O-])O, C1CCOC1, O. Yields the product O=C(C=Cc1ccc(S(=O)(=O)N2CCN(C(c3ccc(F)cc3)c3ccc(F)cc3)CC2)cc1)NO. Reaction SMILES: [ClH:1].[F:9][c:10]1[cH:11][cH:12][c:13]([CH:16]([N:17]2[CH2:18][CH2:19][N:20]([S:23](=[O:24])(=[O:25])[c:26]3[cH:27][cH:28][c:29]([CH:32]=[CH:33][C:34](=[O:35])[Cl:36])[cH:30][cH:31]3)[CH2:21][CH2:22]2)[c:37]2[cH:38][cH:39][c:40]([F:43])[cH:41][cH:42]2)[cH:14][cH:15]1.[NH2:2][OH:3].[Na+:8].[O-:4][C:5]([OH:6])=[O:7].[O:44]1[CH2:45][CH2:46][CH2:47][CH2:48]1.[OH2:49]>>[NH:2]([OH:3])[C:34]([CH:33]=[CH:32][c:29]1[cH:28][cH:27][c:26]([S:23]([N:20]2[CH2:19][CH2:18][N:17]([CH:16]([c:13]3[cH:12][cH:11][c:10]([F:9])[cH:15][cH:14]3)[c:37]3[cH:38][cH:39][c:40]([F:43])[cH:41][cH:42]3)[CH2:22][CH2:21]2)(=[O:24])=[O:25])[cH:31][cH:30]1)=[O:35]. The reactants are Cl (hydrochloric acid), trifluoromethanesulfonic acid ester, O (water), C(C1=CC=CC=C1)OC=1C=C(C=CC1)B(O)O (3-benzyloxyphenylboronic acid), C([O-])([O-])=O.[Na+].[Na+] (sodium carbonate), CN(C=O)C (N,N-dimethylformamide). Reagents/catalysts: C=1C=CC(=CC1)[P](C=2C=CC=CC2)(C=3C=CC=CC3)[Pd]([P](C=4C=CC=CC4)(C=5C=CC=CC5)C=6C=CC=CC6)([P](C=7C=CC=CC7)(C=8C=CC=CC8)C=9C=CC=CC9)[P](C=1C=CC=CC1)(C=1C=CC=CC1)C=1C=CC=CC1 (tetrakis(triphenylphosphine)palladium). Conditions: temperature 80 celsius, time 12 hour. Product: C(C1=CC=CC=C1)OC=1C=C(C=CC1)C1=C(C=C(C#N)C=C1)OCCCCO (4-(3-Benzyloxyphenyl)-3-(4-hydroxybutoxy)benzonitrile). Reaction SMILES: [CH2:1]([O:8][C:9]1[CH:10]=[C:11](B(O)O)[CH:12]=[CH:13][CH:14]=1)[C:2]1[CH:7]=[CH:6][CH:5]=[CH:4][CH:3]=1.[C:18](=[O:21])([O-])[O-].[Na+].[Na+].[OH2:24].Cl.C[N:27]([CH3:30])C=O>C1C=CC([P]([Pd]([P](C2C=CC=CC=2)(C2C=CC=CC=2)C2C=CC=CC=2)([P](C2C=CC=CC=2)(C2C=CC=CC=2)C2C=CC=CC=2)[P](C2C=CC=CC=2)(C2C=CC=CC=2)C2C=CC=CC=2)(C2C=CC=CC=2)C2C=CC=CC=2)=CC=1>[CH2:1]([O:8][C:9]1[CH:10]=[C:11]([C:2]2[CH:7]=[CH:6][C:5]([C:30]#[N:27])=[CH:4][C:3]=2[O:24][CH2:14][CH2:9][CH2:10][CH2:18][OH:21])[CH:12]=[CH:13][CH:14]=1)[C:2]1[CH:7]=[CH:6][CH:5]=[CH:4][CH:3]=1 |f:1.2.3,^1:34,36,55,74|. Reported procedure: 4-Hydroxy-3-(4-hydroxybutoxy)benzonitrile (1.0 g) and pyridine (1.9 mL) were dissolved in dichloromethane (15 mL), and to the mixture was added dropwise trifluoromethanesulfonic anhydride (1.7 mL) under ice-cooling. The mixture was stirred at room temperature for 30 minutes, and to the reaction mixture was added 1 mol/L hydrochloric acid (50 mL). The resulting mixture was extracted with ethyl acetate, and the organic layer was washed with a saturated aqueous sodium hydrogen carbonate solution an... Starting materials: CC(C)(C)c1nc(-c2ccc(F)cc2)c(Br)o1, O=C([O-])[O-], CC(C)Cn1c(N)nc2ccc(Br)cc21, CN(C)C=O, [Cs+], [Cs+], CC(=O)[O-], CC(=O)[O-], [Pd+2], c1ccc(P(c2ccccc2)c2ccccc2)cc1. Product: CC(C)Cn1c(N)nc2ccc(-c3oc(C(C)(C)C)nc3-c3ccc(F)cc3)cc21. As a reaction SMILES: [C:1]([CH3:2])([CH3:3])([CH3:4])[c:5]1[o:6][c:7]([Br:17])[c:8](-[c:10]2[cH:11][cH:12][c:13]([F:16])[cH:14][cH:15]2)[n:9]1.[C:33](=[O:34])([O-:35])[O-:36].[CH2:18]([CH:19]([CH3:20])[CH3:21])[n:22]1[c:23]([NH2:32])[n:24][c:25]2[c:26]1[cH:27][c:28]([Br:31])[cH:29][cH:30]2.[CH3:58][N:59]([CH3:60])[CH:61]=[O:62].[Cs+:37].[Cs+:38].[O-:64][C:65]([CH3:66])=[O:67].[O-:68][C:69]([CH3:70])=[O:71].[Pd+2:63].[c:39]1([P:40]([c:41]2[cH:42][cH:43][cH:44][cH:45][cH:46]2)[c:47]2[cH:48][cH:49][cH:50][cH:51][cH:52]2)[cH:53][cH:54][cH:55][cH:56][cH:57]1>>[C:1]([CH3:2])([CH3:3])([CH3:4])[c:5]1[o:6][c:7](-[c:28]2[cH:27][c:26]3[n:22]([CH2:18][CH:19]([CH3:20])[CH3:21])[c:23]([NH2:32])[n:24][c:25]3[cH:30][cH:29]2)[c:8](-[c:10]2[cH:11][cH:12][c:13]([F:16])[cH:14][cH:15]2)[n:9]1. Reactants: IC1=NNC2=NC=NC(=C21)N (3-iodo-1H-pyrazolo[3,4-d]pyrimidin-4-amine), O[C@H]1CN(CCC1)C(=O)OC(C)(C)C ((R)-tert-butyl 3-hydroxy-1-piperidinecarboxylate), C1(=CC=CC=C1)P(C1=CC=CC=C1)C1=CC=CC=C1 (triphenylphosphine), N(=NC(=O)OCC)C(=O)OCC (diethyl azodicarboxylate), O[C@H]1CN(CCC1)C(=O)OC(C)(C)C ((R)-tert-butyl 3-hydroxy-1-piperidinecarboxylate), C1(=CC=CC=C1)P(C1=CC=CC=C1)C1=CC=CC=C1 (triphenylphosphine), N(=NC(=O)OCC)C(=O)OCC (diethyl azodicarboxylate). Solvent: O1CCCC1 (tetrahydrofuran). Conditions: time 2 day. Product: NC1=C2C(=NC=N1)N(N=C2I)[C@@H]2CN(CCC2)C(=O)OC(C)(C)C ((S)-tert-butyl 3-(4-amino-3-iodo-1H-pyrazolo[3,4-d]pyrimidin-1-yl)-1-piperidinecarboxylate). As a reaction SMILES: [I:1][C:2]1[C:10]2[C:5](=[N:6][CH:7]=[N:8][C:9]=2[NH2:11])[NH:4][N:3]=1.O[C@@H:13]1[CH2:18][CH2:17][CH2:16][N:15]([C:19]([O:21][C:22]([CH3:25])([CH3:24])[CH3:23])=[O:20])[CH2:14]1.C1(P(C2C=CC=CC=2)C2C=CC=CC=2)C=CC=CC=1.N(C(OCC)=O)=NC(OCC)=O>O1CCCC1>[NH2:11][C:9]1[N:8]=[CH:7][N:6]=[C:5]2[N:4]([C@H:17]3[CH2:18][CH2:13][CH2:14][N:15]([C:19]([O:21][C:22]([CH3:25])([CH3:24])[CH3:23])=[O:20])[CH2:16]3)[N:3]=[C:2]([I:1])[C:10]=12. Procedure: To a mixture of 3-iodo-1H-pyrazolo[3,4-d]pyrimidin-4-amine (2 g, 0.0077 mol), (R)-tert-butyl 3-hydroxy-1-piperidinecarboxylate (2.3 g, 0.012 mol), and triphenylphosphine (3 g, 0.012 mol) in tetrahydrofuran (70 mL), diethyl azodicarboxylate (2 g, 0.012 mol) was added at 0° C. The mixture was stirred at room temperature under an atmosphere of nitrogen for 2 days. In order to complete the reaction, additional (R)-tert-butyl 3-hydroxy-1-piperidinecarboxylate (0.62 g, 0.003 mol), and triphenylphosphi... The reactants are COC(=O)C(C)(C)C1=CC=C(C(=O)O)C=C1 (4-(1-methoxycarbonyl-1-methyl-ethyl)-benzoic acid), Cl.CN(CCCN=C=NCC)C (N-(3-dimethylaminopropyl)-N′-ethyl-carbodiimide hydrochloride), C(C)(C)(C)OC(=O)N1CCC(CC1)N (4-amino-piperidine-carboxylic acid tert-butyl ester). Reagents/catalysts: CN(C)C1=CC=NC=C1 (N,N-dimethyl-4-aminopyridine). Solvent: C(Cl)Cl (MeCl2). Reaction conditions: time 1 hour. Product: C(C)(C)(C)OC(=O)N1CCC(CC1)NC(C1=CC=C(C=C1)C(C)(C)C(=O)OC)=O (4-[4-(1-Methoxycarbonyl-1-methyl-ethyl)-benzoylamino]-piperidine-1-carboxylic acid tert-butyl ester). Isolated yield 87.9%. As a reaction SMILES: [C:1]([O:5][C:6]([N:8]1[CH2:13][CH2:12][CH:11]([NH2:14])[CH2:10][CH2:9]1)=[O:7])([CH3:4])([CH3:3])[CH3:2].[CH3:15][O:16][C:17]([C:19]([C:22]1[CH:30]=[CH:29][C:25]([C:26](O)=[O:27])=[CH:24][CH:23]=1)([CH3:21])[CH3:20])=[O:18].Cl.CN(C)CCCN=C=NCC>C(Cl)Cl.CN(C1C=CN=CC=1)C>[C:1]([O:5][C:6]([N:8]1[CH2:13][CH2:12][CH:11]([NH:14][C:26](=[O:27])[C:25]2[CH:24]=[CH:23][C:22]([C:19]([C:17]([O:16][CH3:15])=[O:18])([CH3:21])[CH3:20])=[CH:30][CH:29]=2)[CH2:10][CH2:9]1)=[O:7])([CH3:4])([CH3:2])[CH3:3] |f:2.3|. Procedure: 0.780 g (3.78 mMol) of 4-amino-piperidine-carboxylic acid tert-butyl ester was suspended in 10 mL of MeCl2 at rt under argon; then, 0.80 g (3.60 mmol) of 4-(1-methoxycarbonyl-1-methyl-ethyl)-benzoic acid, 0.845 g (1.20 eq.) of N-(3-dimethylaminopropyl)-N′-ethyl-carbodiimide hydrochloride and 0.583 g (1.30 eq.) of N,N-dimethyl-4-aminopyridine were added. The reaction mixture became a clear solution after stirring for 1 h at rt. After 5 hours, the solution was evaporated i.V. and the residue was p... As a reaction SMILES: [Br:1][C:2]1[S:12][C:5]2[N:6]=[C:7]([CH3:11])[CH:8]=[C:9]([NH2:10])[C:4]=2[C:3]=1[C:13]1[CH:18]=[CH:17][CH:16]=[C:15]([CH3:19])[CH:14]=1.[Li+].C[Si]([N-][Si](C)(C)C)(C)C.[Cl:30][C:31]1[CH:32]=[C:33]([S:37](Cl)(=[O:39])=[O:38])[CH:34]=[CH:35][CH:36]=1>C1COCC1>[Br:1][C:2]1[S:12][C:5]2=[N:6][C:7]([CH3:11])=[CH:8][C:9]([NH:10][S:37]([C:33]3[CH:34]=[CH:35][CH:36]=[C:31]([Cl:30])[CH:32]=3)(=[O:39])=[O:38])=[C:4]2[C:3]=1[C:13]1[CH:18]=[CH:17][CH:16]=[C:15]([CH3:19])[CH:14]=1 |f:1.2|. Reactants: BrC1=C(C2=C(N=C(C=C2N)C)S1)C1=CC(=CC=C1)C (2-bromo-6-methyl-3-(3-methylphenyl)thieno[2,3-b]pyridin-4-amine), [Li+].C[Si](C)(C)[N-][Si](C)(C)C (LiHMDS), ClC=1C=C(C=CC1)S(=O)(=O)Cl (3-chlorobenzenesulfonyl chloride). The yield is 43.1%. The product is BrC1=C(C=2C(=NC(=CC2NS(=O)(=O)C2=CC(=CC=C2)Cl)C)S1)C1=CC(=CC=C1)C (N-[2-Bromo-6-methyl-3-(3-methylphenyl)thieno[2,3-b]pyridin-4-yl]-3-chlorobenzenesulfonamide). Run in C1CCOC1 (THF). Procedure: To a stirred solution of 2-bromo-6-methyl-3-(3-methylphenyl)thieno[2,3-b]pyridin-4-amine (Description 59) (487 mg, 1.461 mmol) in THF (10 mL) at −78° C. under nitrogen atmosphere was added LiHMDS (1M solution in THF) (1.608 mL, 1.608 mmol) and 3-chlorobenzenesulfonyl chloride (0.226 mL, 1.608 mmol). The reaction mixture was warmed to RT under a nitrogen atmosphere for ca. 1 h and was then partitioned between ethyl acetate and water (ca. 30 mL each). The aqueous layer was separated and re-extract... Starting materials: N#Cc1ccc(Br)cc1F, [H-], [Na+], [Na+], CN(C)C=O, [OH-], Oc1ccccc1. The product is N#Cc1ccc(Br)cc1Oc1ccccc1. Reaction SMILES: [Br:10][c:11]1[cH:12][c:13]([F:19])[c:14]([C:15]#[N:16])[cH:17][cH:18]1.[H-:1].[Na+:21].[Na+:2].[O:22]=[CH:23][N:24]([CH3:25])[CH3:26].[OH-:20].[OH:3][c:4]1[cH:5][cH:6][cH:7][cH:8][cH:9]1>>[O:3]([c:4]1[cH:5][cH:6][cH:7][cH:8][cH:9]1)[c:13]1[cH:12][c:11]([Br:10])[cH:18][cH:17][c:14]1[C:15]#[N:16].